This data is from the Open Reaction Database (ORD), a public repository of structured organic reaction records. The task is: describe an organic reaction: reactants, conditions, products, and yield Starting materials: C(=C)(P(OCC)(OCC)=O)P(OCC)(OCC)=O (tetraethyl ethenylidenebisphosphonate), C(CC(=O)OCC1=CC=CC=C1)(=O)OCC1=CC=CC=C1 (dibenzyl malonate), C[O-].[Na+] (sodium methoxide), [Cl-].[NH4+] (ammonium chloride), [Cl-].[Na+] (sodium chloride). Run in C(C)(C)O (isopropanol), C(C)(C)O (isopropanol). Reaction conditions: time 2 hour. The product is C(C)OP(=O)(C(CC(C(=O)OCC1=CC=CC=C1)C(=O)OCC1=CC=CC=C1)P(=O)(OCC)OCC)OCC (benzyl 4,4-bis(diethoxyphosphinoyl)-2-benzyloxycarbonylbutyrate). The yield is 65.0%. RXN SMILES: [C:1]([O:14][CH2:15][C:16]1[CH:21]=[CH:20][CH:19]=[CH:18][CH:17]=1)(=[O:13])[CH2:2][C:3]([O:5][CH2:6][C:7]1[CH:12]=[CH:11][CH:10]=[CH:9][CH:8]=1)=[O:4].C[O-].[Na+].[C:25]([P:35](=[O:42])([O:39][CH2:40][CH3:41])[O:36][CH2:37][CH3:38])([P:27](=[O:34])([O:31][CH2:32][CH3:33])[O:28][CH2:29][CH3:30])=[CH2:26].[Cl-].[NH4+].[Cl-].[Na+]>C(O)(C)C>[CH2:37]([O:36][P:35]([O:39][CH2:40][CH3:41])([CH:25]([P:27]([O:28][CH2:29][CH3:30])([O:31][CH2:32][CH3:33])=[O:34])[CH2:26][CH:2]([C:1]([O:14][CH2:15][C:16]1[CH:17]=[CH:18][CH:19]=[CH:20][CH:21]=1)=[O:13])[C:3]([O:5][CH2:6][C:7]1[CH:12]=[CH:11][CH:10]=[CH:9][CH:8]=1)=[O:4])=[O:42])[CH3:38] |f:1.2,4.5,6.7|. Reported procedure: Under a nitrogen atmosphere, dibenzyl malonate (1.71 g) was dissolved in isopropanol (10 ml) and sodium methoxide (27 mg) was suspended therein. A solution of tetraethyl ethenylidenebisphosphonate (1.51 g) in isopropanol (5 ml) was added dropwise thereto at room temperature and stirred for 2 hours. A saturated aqueous ammonium chloride solution (2.5 ml) and a saturated aqueous sodium chloride solution were added to the reaction mixture, followed by extraction (twice) with ethyl acetate. The orga... Starting materials: OC(CN1C(=NC=C1)[N+](=O)[O-])COC(C)=O (1-(2'-hydroxy-3'-acetoxypropyl)-2-nitroimidazole), CCN(CC)S(F)(F)F (DAST), CCN(CC)S(F)(F)F (DAST), C(C)O (ethanol). The solvent is O1CCOCC1 (dioxane). Product: FC(CN1C(=NC=C1)[N+](=O)[O-])COC(C)=O (1-(2'-fluoro-3'-acetoxypropyl)-2-nitroimidazole). Isolated yield 29.1%. As a reaction SMILES: O[CH:2]([CH2:12][O:13][C:14](=[O:16])[CH3:15])[CH2:3][N:4]1[CH:8]=[CH:7][N:6]=[C:5]1[N+:9]([O-:11])=[O:10].CCN(S(F)(F)[F:23])CC.C(O)C>O1CCOCC1>[F:23][CH:2]([CH2:12][O:13][C:14](=[O:16])[CH3:15])[CH2:3][N:4]1[CH:8]=[CH:7][N:6]=[C:5]1[N+:9]([O-:11])=[O:10]. Procedure: To a solution of 3.93 g (17.1 mmol) of 1-(2'-hydroxy-3'-acetoxypropyl)-2-nitroimidazole in 30 ml of dry dioxane, 4.00 g of DAST was dropwise added with stirring and cooling by ice. After addition, the mixture was reacted for 5 hours at room temperature with stirring. Thereafter, to the solution, 10 ml of ethanol was added to decompose excess DAST. The solution was then concentrated and partitioned between chloroform and an aqueous solution of sodium hydrogen carbonate. The chloroform phase was d... The reactants are [Na] (sodium), ClC1=NC=C(C(=N1)Cl)F (2,4-dichloro-5-fluoropyrimidine), C(C1=CC=CC=C1)O (benzyl alcohol). Run in C1(=CC=CC=C1)C (toluene). Product: C(C1=CC=CC=C1)OC1=NC=C(C(=N1)OCC1=CC=CC=C1)F (2,4-di(benzyloxy)-5-fluoropyrimidine). Yield: 87.1%. RXN SMILES: [Na].Cl[C:3]1[N:8]=[C:7](Cl)[C:6]([F:10])=[CH:5][N:4]=1.[CH2:11]([OH:18])[C:12]1[CH:17]=[CH:16][CH:15]=[CH:14][CH:13]=1>C1(C)C=CC=CC=1>[CH2:11]([O:18][C:3]1[N:8]=[C:7]([O:18][CH2:11][C:12]2[CH:17]=[CH:16][CH:15]=[CH:14][CH:13]=2)[C:6]([F:10])=[CH:5][N:4]=1)[C:12]1[CH:17]=[CH:16][CH:15]=[CH:14][CH:13]=1 |^1:0|. Procedure details: A 5.8 g quantity of metal sodium is dissolved in a mixture of 100 ml of benzyl alcohol and 200 ml of toluene, 16.7 g of 2,4-dichloro-5-fluoropyrimidine is added to the solution, and the mixture is refluxed for 4 hours. The resulting reaction mixture is washed with water, dried and distilled at reduced pressure to give 27.0 g of colorless oily 2,4-di(benzyloxy)-5-fluoropyrimidine in a yield of 87.1%, b.p. 205°-206° C/3-4 mm Hg and m.p. 48.5°-49.5° C. The reactants are O=C([O-])[O-], Cn1ccc(S(=O)(=O)Cl)n1, ClC(Cl)Cl, [NH4+], [NH4+]. Yields the product Cn1ccc(S(N)(=O)=O)n1. As a reaction SMILES: [C:11](=[O:12])([O-:13])[O-:14].[CH3:1][n:2]1[n:3][c:4]([S:7](=[O:8])(=[O:9])[Cl:10])[cH:5][cH:6]1.[CH:17]([Cl:18])([Cl:19])[Cl:20].[NH4+:15].[NH4+:16]>>[CH3:1][n:2]1[n:3][c:4]([S:7](=[O:8])(=[O:9])[NH2:15])[cH:5][cH:6]1. The yield is 13.2%. Reactants: C1=CC=C(C=C1)CN, C1=CC=C(C=C1)NC2=NC=CC(=C2)Cl. The solvent is CC(=O)N(C)C. Conditions: temperature 100 celsius. The reagents and catalysts are CC(C)(C)[O-].[Na+], CC(C)OC1=C(C(=CC=C1)OC(C)C)C2=CC=CC=C2P(C3CCCCC3)C4CCCCC4, CC(=O)O.CC(=O)O.[Pd]. Procedure details: Phenylmethanamine (57.6 mg, 0.54 mmol), 4-chloro-N-phenylpyridin-2-amine (100 mg, 0.49 mmol) and sodium 2-methylpropan-2-olate (94 mg, 0.98 mmol) were suspended in DMA (2 mL) and sealed into a microwave tube. Nitrogen was bubbled through the reaction mixture for 5 minutes. 2-Dicyclohexylphosphino-2',6'-di- i-propoxy-1,1'-biphenyl (27.4 mg, 0.06 mmol) and diacetoxypalladium (8.78 mg, 0.04 mmol) were added to the reaction mixture and nitrogen was bubbled through the reaction mixture for a further ... The product is C1=CC=C(C=C1)CNC2=CC(=NC=C2)NC3=CC=CC=C3.